From a dataset of the Open Reaction Database (ORD), a public repository of structured organic reaction records. describe an organic reaction: reactants, conditions, products, and yield Starting materials: Cc1cc(Br)ccc1N=C=O, NNC(=O)CC1CCN(C(=O)C2CC2)C1, ClCCl. Product: Cc1cc(Br)ccc1NC(=O)NNC(=O)CC1CCN(C(=O)C2CC2)C1. RXN SMILES: [Br:16][c:17]1[cH:18][c:19]([CH3:26])[c:20]([N:23]=[C:24]=[O:25])[cH:21][cH:22]1.[CH:1]1([C:4](=[O:5])[N:6]2[CH2:7][CH:8]([CH2:11][C:12](=[O:13])[NH:14][NH2:15])[CH2:9][CH2:10]2)[CH2:2][CH2:3]1.[Cl:27][CH2:28][Cl:29]>>[CH:1]1([C:4](=[O:5])[N:6]2[CH2:7][CH:8]([CH2:11][C:12](=[O:13])[NH:14][NH:15][C:24]([NH:23][c:20]3[c:19]([CH3:26])[cH:18][c:17]([Br:16])[cH:22][cH:21]3)=[O:25])[CH2:9][CH2:10]2)[CH2:2][CH2:3]1. The reactants are ClCCl, CCOC(C)=O, C=CC(C)C(O)(Cn1cncn1)c1ccc(F)cc1F, O=C(OO)c1cccc(Cl)c1. Product: CC(C1CO1)C(O)(Cn1cncn1)c1ccc(F)cc1F. Reaction SMILES: [CH2:32]([Cl:33])[Cl:34].[CH3:35][CH2:36][O:37][C:38](=[O:39])[CH3:40].[F:12][c:13]1[c:14]([C:20]([CH2:21][n:22]2[n:23][cH:24][n:25][cH:26]2)([CH:27]([CH:28]=[CH2:29])[CH3:30])[OH:31])[cH:15][cH:16][c:17]([F:19])[cH:18]1.[OH:1][O:2][C:3]([c:4]1[cH:5][c:6]([Cl:7])[cH:8][cH:9][cH:10]1)=[O:11]>>[O:1]1[CH:28]([CH:27]([C:20]([c:14]2[c:13]([F:12])[cH:18][c:17]([F:19])[cH:16][cH:15]2)([CH2:21][n:22]2[n:23][cH:24][n:25][cH:26]2)[OH:31])[CH3:30])[CH2:29]1. Starting materials: C(C)(C)(C)OC(=O)N1C[C@H]([C@@H](C1)C=O)C(O[SiH2]C(C)(C)C)(C)C ((3S*,4S*)-3-(tert-butyl-dimethyl-silanyloxymethyl)-4-formyl-pyrrolidine-1-carboxylic acid tert-butyl ester), C(C(C)C)N (isobutylamine), CC#N.O (CH3CN H2O), CC#N.O (CH3CN H2O), CC#N (CH3CN). Run in O (H2O). Product: C(C)(C)(C)OC(=O)N1C[C@H]([C@@H](C1)CNCC(C)C)C(O[SiH2]C(C)(C)C)(C)C ((3S*,4R*)-3-(tert-Butyl-dimethyl-silanyloxymethyl)-4-(isobutylamino-methyl)-pyrrolidine-1-carboxylic acid tert-butyl ester). Reaction SMILES: [C:1]([O:5][C:6]([N:8]1[CH2:12][C@@H:11]([CH:13]=O)[C@H:10]([C:15]([CH3:23])([CH3:22])[O:16][SiH2:17][C:18]([CH3:21])([CH3:20])[CH3:19])[CH2:9]1)=[O:7])([CH3:4])([CH3:3])[CH3:2].[CH2:24]([NH2:28])[CH:25]([CH3:27])[CH3:26].CC#N.O.CC#N>O>[C:1]([O:5][C:6]([N:8]1[CH2:12][C@@H:11]([CH2:13][NH:28][CH2:24][CH:25]([CH3:27])[CH3:26])[C@H:10]([C:15]([CH3:22])([CH3:23])[O:16][SiH2:17][C:18]([CH3:21])([CH3:20])[CH3:19])[CH2:9]1)=[O:7])([CH3:2])([CH3:3])[CH3:4] |f:2.3|. Procedure details: The title compound is prepared as described above for Example 9/step F (Scheme 5) from (3S*,4S*)-3-(tert-butyl-dimethyl-silanyloxymethyl)-4-formyl-pyrrolidine-1-carboxylic acid tert-butyl ester and isobutylamine. MS (LC-MS): 401.1 [M+H]+; tR (HPLC, Waters Symmetry C18 column, 20-95% CH3CN/H2O/3.5 min, 95% CH3CN/H2O, 2 min, CH3CN and H2O containing 0.1% TFA, flow: 0.6 mL/min): 3.70 min. The reactants are CC(CC)(CC)N (1-methyl-1-ethylpropylamine), ClCCOC(C)O (2-chloroethoxyethanol), [OH-].[K+] (KOH). Run in COCCO (ethylene glycol monomethylether). The product is CC(CC)(CC)NCCOC(C)O ((1-methyl-1-ethylpropylamino)ethoxyethanol). RXN SMILES: [CH3:1][C:2]([NH2:7])([CH2:5][CH3:6])[CH2:3][CH3:4].Cl[CH2:9][CH2:10][O:11][CH:12]([OH:14])[CH3:13].[OH-].[K+]>COCCO>[CH3:1][C:2]([NH:7][CH2:9][CH2:10][O:11][CH:12]([OH:14])[CH3:13])([CH2:5][CH3:6])[CH2:3][CH3:4] |f:2.3|. Procedure details: A solution of 124.7 g of 1-methyl-1-ethylpropylamine and 76.9 g of 2-chloroethoxyethanol in 300 ml of ethylene glycol monomethylether was refluxed overnight. The reaction mixture was treated with a stoichiometric excess of KOH and refluxed for one hour, filtered, and distilled. The product had a b.p. of 153° C. (2 mm). Analysis calculated for C10H23NO2 :% N, 7.4, found %N, 7.15. Yields the product CCN1CCC(c2cccc(C#N)c2O)CC1. Reaction SMILES: [CH2:18]([C:19]#[C:20][CH3:21])[OH:22].[CH2:1]([CH3:2])[N:3]1[CH2:4][CH2:5][CH:6]([c:9]2[c:10]([F:17])[c:11]([C:12]#[N:13])[cH:14][cH:15][cH:16]2)[CH2:7][CH2:8]1.[CH3:23][C:24]([CH3:25])([O-:26])[CH3:27].[CH3:30][S:31]([CH3:32])=[O:33].[ClH:29].[K+:28]>>[CH2:1]([CH3:2])[N:3]1[CH2:4][CH2:5][CH:6]([c:9]2[c:10]([OH:22])[c:11]([C:12]#[N:13])[cH:14][cH:15][cH:16]2)[CH2:7][CH2:8]1. Reactants: CC#CCO, CCN1CCC(c2cccc(C#N)c2F)CC1, CC(C)(C)[O-], CS(C)=O, Cl, [K+]. Starting materials: CNC1=CC=CC=C1 (N-methylaniline), CC=1C(=NC(=NC1C)N1C(C2=CC=CC=C2CC1)C)Cl (5,6-dimethyl-2-(1-methyl-1,2,3,4-tetrahydroisoquinolin-2-yl)-4-chloropyrimidine). The solvent is CN(C=O)C (dimethylformamide). Product: Cl.CC=1C(=NC(=NC1C)N1C(C2=CC=CC=C2CC1)C)N(C)C1=CC=CC=C1 (5,6-dimethyl-4-(N-methylphenylamino)-2-(1-methyl-1,2,3,4-tetrahydroisoquinolin-2-yl)pyrimidine hydrochloride). The yield is 47.5%. As a reaction SMILES: [CH3:1][NH:2][C:3]1[CH:8]=[CH:7][CH:6]=[CH:5][CH:4]=1.[CH3:9][C:10]1[C:11]([Cl:28])=[N:12][C:13]([N:17]2[CH2:26][CH2:25][C:24]3[C:19](=[CH:20][CH:21]=[CH:22][CH:23]=3)[CH:18]2[CH3:27])=[N:14][C:15]=1[CH3:16]>CN(C)C=O>[ClH:28].[CH3:9][C:10]1[C:11]([N:2]([C:3]2[CH:8]=[CH:7][CH:6]=[CH:5][CH:4]=2)[CH3:1])=[N:12][C:13]([N:17]2[CH2:26][CH2:25][C:24]3[C:19](=[CH:20][CH:21]=[CH:22][CH:23]=3)[CH:18]2[CH3:27])=[N:14][C:15]=1[CH3:16] |f:3.4|. Procedure: After N-methylaniline(0.6 ml, 5 mmol) was added to a mixture solution of 5,6-dimethyl-2-(1-methyl-1,2,3,4-tetrahydroisoquinolin-2-yl)-4-chloropyrimidine(0.7 g, 2.4 mmol) and dimethylformamide(10 ml), 0.45 g of the titled compound was obtained in accordance with the same procedure as in Step 4 of Example 57. Starting materials: N#Cc1ccccc1CBr, C[O-], CN(C)C=O, CCCCc1nc(Cl)c(CO)n1Cc1ccc(C=O)cc1, [Na+], O, c1ccc(P(c2ccccc2)c2ccccc2)cc1. Yields the product CCCCc1nc(Cl)c(CO)n1Cc1ccc(C=Cc2ccccc2C#N)cc1. RXN SMILES: [Br:1][CH2:2][c:3]1[c:4]([C:9]#[N:10])[cH:5][cH:6][cH:7][cH:8]1.[CH3:51][O-:52].[CH3:54][N:55]([CH3:56])[CH:57]=[O:58].[CH:30](=[O:31])[c:32]1[cH:33][cH:34][c:35]([CH2:36][n:37]2[c:38]([CH2:45][CH2:46][CH2:47][CH3:48])[n:39][c:40]([Cl:44])[c:41]2[CH2:42][OH:43])[cH:49][cH:50]1.[Na+:53].[OH2:59].[c:11]1([P:12]([c:13]2[cH:14][cH:15][cH:16][cH:17][cH:18]2)[c:19]2[cH:20][cH:21][cH:22][cH:23][cH:24]2)[cH:25][cH:26][cH:27][cH:28][cH:29]1>>[CH:2]([c:3]1[c:4]([C:9]#[N:10])[cH:5][cH:6][cH:7][cH:8]1)=[CH:30][c:32]1[cH:33][cH:34][c:35]([CH2:36][n:37]2[c:38]([CH2:45][CH2:46][CH2:47][CH3:48])[n:39][c:40]([Cl:44])[c:41]2[CH2:42][OH:43])[cH:49][cH:50]1. The reactants are C(CCCCCCCCCCC)=O (dodecanal), O.O.[Cl-].[Ca+2].[Cl-] (calcium chloride dihydrate), CO.[OH-].[K+] (potassium hydroxide methanol), OC1=C(C=O)C(=CC(=C1)O)C (2,4-Dihydroxy-6-methylbenzaldehyde), Cl (hydrochloric acid). Yields the product OC1=C(C=O)C(=CC(=C1C(CCCCCCCCCCC)O)O)C (2,4-dihydroxy-3-(1-hydroxydodecyl)-6-methylbenzaldehyde). The yield is 28.7%. As a reaction SMILES: [OH:1][C:2]1[CH:9]=[C:8]([OH:10])[CH:7]=[C:6]([CH3:11])[C:3]=1[CH:4]=[O:5].[CH:12](=[O:24])[CH2:13][CH2:14][CH2:15][CH2:16][CH2:17][CH2:18][CH2:19][CH2:20][CH2:21][CH2:22][CH3:23].O.O.[Cl-].[Ca+2].[Cl-].CO.[OH-].[K+].Cl>>[OH:1][C:2]1[C:9]([CH:12]([OH:24])[CH2:13][CH2:14][CH2:15][CH2:16][CH2:17][CH2:18][CH2:19][CH2:20][CH2:21][CH2:22][CH3:23])=[C:8]([OH:10])[CH:7]=[C:6]([CH3:11])[C:3]=1[CH:4]=[O:5] |f:2.3.4.5.6,7.8.9|. Procedure: 2,4-Dihydroxy-6-methylbenzaldehyde (91 mg, 0.60 mmol) described in M. M. Joullie et al., J. Org. Chem., 50, 3997 (1985), dodecanal (133 mg, 0.72 mmol) and calcium chloride dihydrate (59 mg, 0.40 mmol) were stirred in a 0.4 M potassium hydroxide methanol solution (2 ml) at 0° C. for 24 hours. The reaction mixture was made acidic with 1 M hydrochloric acid. After extractive workup with ethyl acetate, the crude product was purified by silica gel thin-layer chromatography (hexane:ethyl acetate=3:1) ...